This data is from the Open Reaction Database (ORD), a public repository of structured organic reaction records. The task is: describe an organic reaction: reactants, conditions, products, and yield The reactants are BrCC(C(C(=O)OC(C)(C)C)NC=S)(C(F)(F)F)O (t-butyl 4-bromo-3-hydroxy-2-thioformamido-3-trifluoromethylbutyrate), C(C)(=O)OCC (ethyl acetate), C([O-])([O-])=O.[K+].[K+] (potassium carbonate). Solvent: CC(=O)C (acetone). Run at time 30 minute. The product is white solid, O[C@]1([C@H](N=CSC1)C(=O)OC(C)(C)C)C(F)(F)F ((4S,5R)-t-butyl 5-hydroxy-5-trifluoromethyl-4,5-dihydro-6H-1,3-thiazine-4-carboxylate). The yield is 27.0%. As a reaction SMILES: Br[CH2:2][C:3]([OH:19])([C:15]([F:18])([F:17])[F:16])[CH:4]([NH:12][CH:13]=[S:14])[C:5]([O:7][C:8]([CH3:11])([CH3:10])[CH3:9])=[O:6].C(=O)([O-])[O-].[K+].[K+].C(OCC)(=O)C>CC(C)=O>[OH:19][C@:3]1([C:15]([F:18])([F:17])[F:16])[CH2:2][S:14][CH:13]=[N:12][C@@H:4]1[C:5]([O:7][C:8]([CH3:11])([CH3:10])[CH3:9])=[O:6] |f:1.2.3|. Procedure details: To a solution of 3.67 gms of (2R,3S) and 2S,3R)-t-butyl 4-bromo-3-hydroxy-2-thioformamido-3-trifluoromethylbutyrate in 65 ml acetone was added 4.15 g powdered anhydrous potassium carbonate. The reaction mixture was stirred for 30 minutes at room temperature, filtered and evaporated to dryness under reduced pressure. The crude brown oil was then purified by chromatography on silica gel using 80:20 hexane:ethyl acetate as the eluting solvent to give 0.781 gms of white solid, (4R,5S) and (4S,5R)-t-...